From a dataset of the Open Reaction Database (ORD), a public repository of structured organic reaction records. describe an organic reaction: reactants, conditions, products, and yield Reactants: O=C[C@H](O)[C@@H](O)[C@@H](O)CO (L-arabinose), COC1=CC=C(CN)C=C1 (p-methoxybenzylamine), ClCCN=C=O (2-chloroethyl isocyanate). Yields the product ClCCNC(=O)N(C1[C@H](O)[C@@H](O)[C@@H](O)CO1)CC1=CC=C(C=C1)OC (1-(2-chloroethyl)-3-(p-methoxybenzyl)-3-(L-arabinopyranosyl)urea). The yield is 74.8%. As a reaction SMILES: O=[CH:2][C@@H:3]([C@H:5]([C@H:7]([CH2:9][OH:10])[OH:8])[OH:6])[OH:4].[CH3:11][O:12][C:13]1[CH:20]=[CH:19][C:16]([CH2:17][NH2:18])=[CH:15][CH:14]=1.[Cl:21][CH2:22][CH2:23][N:24]=[C:25]=[O:26]>>[Cl:21][CH2:22][CH2:23][NH:24][C:25]([N:18]([CH2:17][C:16]1[CH:19]=[CH:20][C:13]([O:12][CH3:11])=[CH:14][CH:15]=1)[CH:9]1[O:10][CH2:2][C@H:3]([OH:4])[C@H:5]([OH:6])[C@H:7]1[OH:8])=[O:26]. Procedure details: 3.0 g of L-arabinose, 3.0 g of p-methoxybenzylamine and 2.5 g of 2-chloroethyl isocyanate are treated in the same manner as described in Example 31-(1). 5.6 g of 1-(2-chloroethyl)-3-(p-methoxybenzyl)-3-(L-arabinopyranosyl)urea are thereby obtained as colorless caramel. Starting materials: BrC1=CC=C(S1)C1=NC(=NC=C1)NC=1C=C(C=CC1)C(C)O (1-{3-[4-(5-Bromothiophen-2-yl)pyrimidin-2-ylamino]-phenyl}-ethanol), glass, CC=1C=C(C=C)C=CC1 (3-methylstyrene), CC(=O)[O-].[Na+] (NaOAc). Solvent: CN(C)C=O (DMF), CS(=O)C (DMSO). Run at temperature 100 celsius. Yields the product C1(=CC(=CC=C1)C=CC1=CC=C(S1)C1=NC(=NC=C1)NC=1C=C(C=CC1)C(C)O)C (1-(3-{4-[5-(2-m-tolyl-vinyl)-thiophen-2-yl]-pyrimidin-2-ylamino}-phenyl)-ethanol). The yield is 4.3%. RXN SMILES: Br[C:2]1[S:6][C:5]([C:7]2[CH:12]=[CH:11][N:10]=[C:9]([NH:13][C:14]3[CH:15]=[C:16]([CH:20]([OH:22])[CH3:21])[CH:17]=[CH:18][CH:19]=3)[N:8]=2)=[CH:4][CH:3]=1.[CH3:23][C:24]1[CH:25]=[C:26]([CH:29]=[CH:30][CH:31]=1)[CH:27]=[CH2:28].CC([O-])=O.[Na+]>CN(C=O)C.CS(C)=O>[C:24]1([CH3:23])[CH:31]=[CH:30][CH:29]=[C:26]([CH:27]=[CH:28][C:2]2[S:6][C:5]([C:7]3[CH:12]=[CH:11][N:10]=[C:9]([NH:13][C:14]4[CH:15]=[C:16]([CH:20]([OH:22])[CH3:21])[CH:17]=[CH:18][CH:19]=4)[N:8]=3)=[CH:4][CH:3]=2)[CH:25]=1 |f:2.3|. Procedure details: 1-{3-[4-(5-Bromothiophen-2-yl)pyrimidin-2-ylamino]-phenyl}-ethanol (20 mg, 0.056 mmol), 3-methylstyrene (22 uL, 0.168 mmol), FibreCat1001 (12 mg, 0.0056 mmol), and NaOAc (9.2 mg, 0.112 mmol) were combined in degassed DMF (0.5 mL) in an 8-mL glass vial. The reaction was heated at 100° C. for 18 hours. The mixture was diluted with DMSO, filtered and purified by preparative LCMS to afford 1-(3-{4-[5-(2-m-tolyl-vinyl)-thiophen-2-yl]-pyrimidin-2-ylamino}-phenyl)-ethanol (1.0 mg, 4.3%). 1H NMR (500 MH... Yields the product COc1cccc(C23CCN(C)CC2(C)CCC(N)C3)c1. Reactants: COc1cccc(C23CCN(C)CC2(C)CCC(=NO)C3)c1, CCCCCC, Cc1ccccc1, CC(C)O, [H][H]. As a reaction SMILES: [CH3:1][N:2]1[CH2:3][C:4]2([CH3:22])[CH2:5][CH2:6][C:7](=[N:20][OH:21])[CH2:8][C:9]2([c:12]2[cH:13][c:14]([O:18][CH3:19])[cH:15][cH:16][cH:17]2)[CH2:10][CH2:11]1.[CH3:23][CH2:24][CH2:25][CH2:26][CH2:27][CH3:28].[CH3:35][c:36]1[cH:37][cH:38][cH:39][cH:40][cH:41]1.[CH:31]([OH:32])([CH3:33])[CH3:34].[H:29][H:30]>>[CH3:1][N:2]1[CH2:3][C:4]2([CH3:22])[CH2:5][CH2:6][CH:7]([NH2:20])[CH2:8][C:9]2([c:12]2[cH:13][c:14]([O:18][CH3:19])[cH:15][cH:16][cH:17]2)[CH2:10][CH2:11]1. Starting materials: C(CC#C)C=1OC2=C(C1)C=CC(=C2)C(=O)OC (Methyl 2-(but-3-ynyl)benzofuran-6-carboxylate). Solvent: C(Cl)Cl (CH2Cl2). Yields the product COC(=O)C1=CC2=C(C=C(O2)CCC=2OC3=C(C2)C=CC(=C3)C(=O)OC)C=C1 (Methyl 2-(2-(6-(methoxycarbonyl)benzofuran-2-yl)ethyl)benzofuran-6-carboxylate). Reaction SMILES: [CH2:1]([C:5]1[O:6][C:7]2[CH:13]=[C:12]([C:14]([O:16][CH3:17])=[O:15])[CH:11]=[CH:10][C:8]=2[CH:9]=1)[CH2:2][C:3]#[CH:4]>C(Cl)Cl>[CH3:17][O:16][C:14]([C:12]1[CH:11]=[CH:10][C:8]2[CH:9]=[C:5]([CH2:1][CH2:2][C:3]3[O:6][C:7]4[CH:13]=[C:12]([C:14]([O:16][CH3:17])=[O:15])[CH:11]=[CH:10][C:8]=4[CH:4]=3)[O:6][C:7]=2[CH:13]=1)=[O:15]. Reported procedure: Following the procedure described above for 95, 101 was prepared from 94 to 100 as a white solid (0.6 g, 24%): mp 175-177° C. (CH2Cl2). 1H NMR (DMSO-d6) δ8.04 (b, 2H), 7.83 (dd, J=8.2, 1.1 Hz, 2H), 7.65 (d, J=8.2 Hz, 2H), 6.83 (s, 2H), 3.87 (s, 6H), 3.33 (s, 4H). HPLC (method B) tR 9.16 min (100.00 area %). Anal. (C22H18O6) C, H. Reactants: CO, CC=O, CC(C)Cn1c(CON)nc2c(N)nc3ccccc3c21. Product: CC=NOCc1nc2c(N)nc3ccccc3c2n1CC(C)C. Reaction SMILES: [CH3:25][OH:26].[CH:1]([CH3:2])=[O:3].[NH2:4][c:5]1[n:6][c:7]2[cH:8][cH:9][cH:10][cH:11][c:12]2[c:13]2[c:14]1[n:15][c:16]([CH2:22][O:23][NH2:24])[n:17]2[CH2:18][CH:19]([CH3:20])[CH3:21]>>[CH:1]([CH3:2])=[N:24][O:23][CH2:22][c:16]1[n:15][c:14]2[c:5]([NH2:4])[n:6][c:7]3[cH:8][cH:9][cH:10][cH:11][c:12]3[c:13]2[n:17]1[CH2:18][CH:19]([CH3:20])[CH3:21].